This data is from the Open Reaction Database (ORD), a public repository of structured organic reaction records. The task is: describe an organic reaction: reactants, conditions, products, and yield The reactants are C(C)(C)[N-]C(C)C.[Li+] (lithium diisopropylamide), solution, C1(=CC=CC=C1)S(=O)(=O)N1C=CC=2C1=CN=CC2 (1-(phenylsulfonyl)-1H-pyrrolo[2,3-c]pyridine), CN(CCN(C)C)C (N,N,N′,N′-tetramethylethylenediamine), C(C1=CC=CC=C1)=O (benzaldehyde). Run in C1CCOC1.CCCCCCC (THF heptane), C1CCOC1 (THF), C1CCOC1 (THF), C1CCOC1 (THF). Reaction conditions: temperature 10 celsius, time 0.5 hour. The product is C1(=CC=CC=C1)C(O)C1=CC=2C(=CN=CC2)N1S(=O)(=O)C1=CC=CC=C1 (phenyl[1-(phenylsulfonyl)-1H-pyrrolo[2,3-c]pyridin-2-yl]methanol). Yield: 35.4%. As a reaction SMILES: C([N-]C(C)C)(C)C.[Li+].[C:9]1([S:15]([N:18]2[C:22]3=[CH:23][N:24]=[CH:25][CH:26]=[C:21]3[CH:20]=[CH:19]2)(=[O:17])=[O:16])[CH:14]=[CH:13][CH:12]=[CH:11][CH:10]=1.CN(C)CCN(C)C.[CH:35](=[O:42])[C:36]1[CH:41]=[CH:40][CH:39]=[CH:38][CH:37]=1>C1COCC1.CCCCCCC.C1COCC1>[C:36]1([CH:35]([C:19]2[N:18]([S:15]([C:9]3[CH:14]=[CH:13][CH:12]=[CH:11][CH:10]=3)(=[O:17])=[O:16])[C:22]3=[CH:23][N:24]=[CH:25][CH:26]=[C:21]3[CH:20]=2)[OH:42])[CH:41]=[CH:40][CH:39]=[CH:38][CH:37]=1 |f:0.1,5.6|. Procedure details: To a solution of lithium diisopropylamide (1.2 mL of a 2 M solution in THF/heptane, 2.3 mmol) in THF (3 mL) was added a solution of 1-(phenylsulfonyl)-1H-pyrrolo[2,3-c]pyridine (300 mg, 1.2 mmol) and N,N,N′,N′-tetramethylethylenediamine (0.18 mL, 1.2 mmol) in THF (5 mL), dropwise at −25° C. After 0.5 h, a solution of benzaldehyde (0.24 mL, 2.3 mmol) in THF (6 mL) was added dropwise. After 1 h, the reaction mixture was warmed to 10° C. and quenched by the addition of saturated NH4Cl (5 mL). The r... Reaction SMILES: [ClH:1].C(O)(C)C.[CH:6]1[CH:7]=[CH:8][C:9]([Cl:22])=[C:10]([CH2:12][N:13]2[CH2:21][C:17]3[CH:18]=[CH:19][S:20][C:16]=3[CH2:15][CH2:14]2)[CH:11]=1>C1(C)C=CC=CC=1>[CH:6]1[CH:7]=[CH:8][C:9]([Cl:22])=[C:10]([CH2:12][N:13]2[CH2:21][C:17]3[CH:18]=[CH:19][S:20][C:16]=3[CH2:15][CH2:14]2)[CH:11]=1.[ClH:1] |f:4.5|. The product is C=1C=CC(=C(C1)CN2CCC3=C(C=CS3)C2)Cl.Cl (Ticlopidine Hydrochloride). Reported procedure: Gaseous HCl (0.22 g, 0.006 mole) is bubbled into 50 ml isopropanol. The resulting solution is added dropwise to ticlopidine free base (1.5 g, 0.005 mole) in 50 ml toluene, prepared, for example as described in Example A-3, maintaining the temperature below 40° C. during the addition. The reaction mixture is stirred for 1 hour, colled to about 5°-10° C. for 1 hour, and the precipitate separated by centrifugation. An acetone slurry is made of the precipitate, brought to reflux for 1 hour, and cool... The solvent is C1(=CC=CC=C1)C (toluene). Starting materials: Cl (HCl), C(C)(C)O (isopropanol), C=1C=CC(=C(C1)CN2CCC3=C(C=CS3)C2)Cl (ticlopidine). Run at time 1 hour.